Task: describe an organic reaction: reactants, conditions, products, and yield. Dataset: the Open Reaction Database (ORD), a public repository of structured organic reaction records The reactants are CCS, CN(C)C=O, Clc1nn2c(-c3ccccc3)nnc2c2ccccc12, [H-], [Na+]. The product is CCSc1nn2c(-c3ccccc3)nnc2c2ccccc12. RXN SMILES: [CH2:3]([CH3:4])[SH:5].[CH3:26][N:27]([CH3:28])[CH:29]=[O:30].[Cl:6][c:7]1[n:8][n:9]2[c:10]([c:11]3[cH:12][cH:13][cH:14][cH:15][c:16]13)[n:17][n:18][c:19]2-[c:20]1[cH:21][cH:22][cH:23][cH:24][cH:25]1.[H-:1].[Na+:2]>>[CH2:3]([CH3:4])[S:5][c:7]1[n:8][n:9]2[c:10]([c:11]3[cH:12][cH:13][cH:14][cH:15][c:16]13)[n:17][n:18][c:19]2-[c:20]1[cH:21][cH:22][cH:23][cH:24][cH:25]1. Reactants: CC(C)(C)NS(=O)(=O)c1ccc(-c2cccc(-c3nc(-c4ccc(Cl)cc4)cc(C(F)(F)F)n3)c2)s1, ClCCl, O=C(O)C(F)(F)F. Yields the product NS(=O)(=O)c1ccc(-c2cccc(-c3nc(-c4ccc(Cl)cc4)cc(C(F)(F)F)n3)c2)s1. Reaction SMILES: [C:1]([CH3:2])([CH3:3])([CH3:4])[NH:5][S:6](=[O:7])(=[O:8])[c:9]1[s:10][c:11](-[c:14]2[cH:15][c:16](-[c:20]3[n:21][c:22]([C:33]([F:34])([F:35])[F:36])[cH:23][c:24](-[c:26]4[cH:27][cH:28][c:29]([Cl:32])[cH:30][cH:31]4)[n:25]3)[cH:17][cH:18][cH:19]2)[cH:12][cH:13]1.[Cl:44][CH2:45][Cl:46].[F:37][C:38]([F:39])([F:40])[C:41]([OH:42])=[O:43]>>[NH2:5][S:6](=[O:7])(=[O:8])[c:9]1[s:10][c:11](-[c:14]2[cH:15][c:16](-[c:20]3[n:21][c:22]([C:33]([F:34])([F:35])[F:36])[cH:23][c:24](-[c:26]4[cH:27][cH:28][c:29]([Cl:32])[cH:30][cH:31]4)[n:25]3)[cH:17][cH:18][cH:19]2)[cH:12][cH:13]1. Reactants: C(C)(C)(C)OC(NC1=C(C=CC=C1)C=O)=O ((2-Formyl-phenyl)-carbamic acid tert-butyl ester), NC1=CC(=C(C=C1)C(CN)CN)C (2-(4-Amino-2-methyl-phenyl)-propane-1,3-diamine), C(C)(C)(C)O (t-butanol). The solvent is CN(C=O)C (N,N-dimethylformamide). Conditions: temperature 75 celsius. Product: NC1=CC(=C(C=C1)C1CN=C2N(C(NC=3C=CC=CC23)=O)C1)C (3-(4-amino-2-methylphenyl)-2,3,4,7-tetrahydro-6H-pyrimido[1,2-c]quinazolin-6-one). Isolated yield 13.1%. As a reaction SMILES: C(O[C:6](=[O:16])[NH:7][C:8]1[CH:13]=[CH:12][CH:11]=[CH:10][C:9]=1[CH:14]=O)(C)(C)C.[NH2:17][C:18]1[CH:23]=[CH:22][C:21]([CH:24]([CH2:27][NH2:28])[CH2:25][NH2:26])=[C:20]([CH3:29])[CH:19]=1.C(O)(C)(C)C>CN(C)C=O>[NH2:17][C:18]1[CH:23]=[CH:22][C:21]([CH:24]2[CH2:27][N:28]3[C:6](=[O:16])[NH:7][C:8]4[CH:13]=[CH:12][CH:11]=[CH:10][C:9]=4[C:14]3=[N:26][CH2:25]2)=[C:20]([CH3:29])[CH:19]=1. Procedure: A flask was charged with (2-Formyl-phenyl)-carbamic acid tert-butyl ester (8.8 g, 0.040 mol), 2-(4-Amino-2-methyl-phenyl)-propane-1,3-diamine (10.0 g, 0.056 mol), t-butanol (177 mL), and N,N-dimethylformamide (53 mL) and purged well with nitrogen. The mixture was stirred at 75° C. for at least 3 h. To the cooled mixture were added anhydrous potassium carbonate (16.6 g) and iodine (12.2 g). The batch was stirred at 80° C. for 10 h. The cooled mixture was filtered through a celite pad (4.4 g) and ... Starting materials: COC1=CC=CC2=C1OC(=C2)C(=O)OC (methyl 7-methoxybenzo(b)furan-2-carboxylate), ice water, CC(C)=NO (Acetone oxime), C(CCC)[Li] (butyllithium), S(O)(O)(=O)=O (sulfuric acid). The solvent is O1CCCC1 (tetrahydrofuran), O1CCCC1 (tetrahydrofuran), O1CCCC1 (tetrahydrofuran), O (water). Yields the product COC1=CC=CC2=C1OC(=C2)C2=CC(=NO2)C (5-(7-methoxybenzo(b)furan-2-yl)-3-methylisoxazole). The yield is 16.9%. Reaction SMILES: [CH3:1][C:2](=[N:4][OH:5])[CH3:3].C([Li])CCC.[CH3:11][O:12][C:13]1[C:18]2[O:19][C:20]([C:22](OC)=O)=[CH:21][C:17]=2[CH:16]=[CH:15][CH:14]=1.S(=O)(=O)(O)O>O1CCCC1.O>[CH3:11][O:12][C:13]1[C:18]2[O:19][C:20]([C:22]3[O:5][N:4]=[C:2]([CH3:3])[CH:1]=3)=[CH:21][C:17]=2[CH:16]=[CH:15][CH:14]=1. Procedure: Thionyl chloride (10 ml) was added dropwise to methanol (100 ml) with stirring under ice-cooling. 7-Methoxybenzo(b)furan-2-carboxylic acid (10 g) was successively added, and the mixture was refluxed under heating for 1 hr. After cooling, the solvent was evaporated under reduced pressure and the precipitated yellow crystals were collected by filtration to give methyl 7-methoxybenzo(b)furan-2-carboxylate (11.2 g). This was used in the next reaction without purification. Acetone oxime (4.8 g) was d... Reactants: I(=O)(=O)(=O)[O-].[Na+] (sodium periodate), O (water), S1CCC(CC1)CO (tetrahydrothiopyran-4-ylmethanol). The solvent is CO (methanol). Reaction conditions: temperature 60 celsius, time 1 hour. The product is O=S1(CCC(CC1)CO)=O ((1,1-Dioxidotetrahydro-2H-thiopyran-4-yl)methanol). As a reaction SMILES: [S:1]1[CH2:6][CH2:5][CH:4]([CH2:7][OH:8])[CH2:3][CH2:2]1.I([O-])(=O)(=O)=[O:10].[Na+].[OH2:15]>CO>[O:15]=[S:1]1(=[O:10])[CH2:6][CH2:5][CH:4]([CH2:7][OH:8])[CH2:3][CH2:2]1 |f:1.2|. Procedure: At room temperature, a solution of 500 mg (3.78 mmol) of tetrahydrothiopyran-4-ylmethanol in 10 ml of methanol was added with cooling to a solution of 1.86 g (8.70 mmol) of sodium periodate in 18 ml of water. The mixture was stirred at 60° C. for another 1 h, and methanol was then distilled off under reduced pressure and the resulting precipitate was filtered off with suction. The aqueous phase that remained was extracted twice with 10 ml of diethyl ether, twice with 10 ml of dichloromethane, tw... Reactants: OC[C@H]1C[C@H](CCC1)O (cis-3-hydroxymethylcyclohexanol), BrCC1=C(C(=O)OC)C(=CC=C1)C (methyl 2-bromomethyl-6-methylbenzoate), FC1=CC=C(C=C1)C=1OC=C(N1)CI (2-(4-Fluorophenyl)-4-iodomethyloxazole). The product is FC1=CC=C(C=C1)C=1OC=C(N1)CO[C@H]1C[C@H](CCC1)COCC1=C(C(=O)O)C(=CC=C1)C (Rac-cis-2-{3-[2-(4-Fluorophenyl)oxazol4-ylmethoxy]cyclohexylmethoxymethyl}-6-methylbenzoic Acid). RXN SMILES: [OH:1][CH2:2][C@@H:3]1[CH2:8][CH2:7][CH2:6][C@H:5]([OH:9])[CH2:4]1.Br[CH2:11][C:12]1[CH:21]=[CH:20][CH:19]=[C:18]([CH3:22])[C:13]=1[C:14]([O:16]C)=[O:15].[F:23][C:24]1[CH:29]=[CH:28][C:27]([C:30]2[O:31][CH:32]=[C:33]([CH2:35]I)[N:34]=2)=[CH:26][CH:25]=1>>[F:23][C:24]1[CH:25]=[CH:26][C:27]([C:30]2[O:31][CH:32]=[C:33]([CH2:35][O:9][C@@H:5]3[CH2:6][CH2:7][CH2:8][C@H:3]([CH2:2][O:1][CH2:11][C:12]4[CH:21]=[CH:20][CH:19]=[C:18]([CH3:22])[C:13]=4[C:14]([OH:16])=[O:15])[CH2:4]3)[N:34]=2)=[CH:28][CH:29]=1. Procedure details: Reacting cis-3-hydroxymethylcyclohexanol, bromide 4 and iodide 2 in a reverse order relative to Example XXIV gave the product 41 of molecular weight 453.52 (C26H28FNO5); MS(ESI): 454 (M+H+). Reactants: C(C)N(CCCNC1=CC=C(C=2SC3=CC=CC=C3C(C12)=O)C=O)CC (1-[[3-(diethylamino)propyl]amino]-9-oxothioxanthen-4-carboxaldehyde), CNC=O (N-methylformamide), C(=O)O (formic acid), [OH-].[Na+] (sodium hydroxide). Product: C(C)N(CCCNC1=CC=C(C=2SC3=CC=CC=C3C(C12)=O)CNC)CC (1-[[3-(diethylamino)-propyl]amino]-4-(methylaminomethyl)thioxanthen-9-one). As a reaction SMILES: [CH2:1]([N:3]([CH2:25][CH3:26])[CH2:4][CH2:5][CH2:6][NH:7][C:8]1[C:21]2[C:20](=[O:22])[C:19]3[C:14](=[CH:15][CH:16]=[CH:17][CH:18]=3)[S:13][C:12]=2[C:11]([CH:23]=O)=[CH:10][CH:9]=1)[CH3:2].C(O)=O.[OH-].[Na+].[CH3:32][NH:33]C=O>>[CH2:1]([N:3]([CH2:25][CH3:26])[CH2:4][CH2:5][CH2:6][NH:7][C:8]1[C:21]2[C:20](=[O:22])[C:19]3[C:14](=[CH:15][CH:16]=[CH:17][CH:18]=3)[S:13][C:12]=2[C:11]([CH2:23][NH:33][CH3:32])=[CH:10][CH:9]=1)[CH3:2] |f:2.3|. Reported procedure: A solution of 1-[[3-(diethylamino)propyl]amino]-9-oxothioxanthen-4-carboxaldehyde (3.3 g, 8.96 mmol) and 3 g of formic acid in 50 mL of N-methylformamide was allowed to reflux for 2 h. The mixture was basified with 5 mL of a 5N sodium hydroxide solution and extracted into chloroform (3×150ml). The organic layer was dried over sodium sulfate, concentrated in vacuo, and a crude oil was dissolved in a 3N aqueous HCl solution (50 ml) and heated on a steam bath for 3 h. The above mixture was cooled, ...